From a dataset of the Open Reaction Database (ORD), a public repository of structured organic reaction records. describe an organic reaction: reactants, conditions, products, and yield Starting materials: N(C1=CC=CC=C1)C(CN1CCC(CC1)NC(OC(C)(C)C)=O)=O (tert-butyl N-[1-(2-anilino-2-oxo-ethyl)-4-piperidyl]carbamate), C(=O)(C(F)(F)F)O (TFA). Run in C(Cl)Cl (DCM). Yields the product NC1CCN(CC1)CC(=O)NC1=CC=CC=C1 (2-(4-amino-1-piperidyl)-N-phenyl-acetamide), C(=O)(C(F)(F)F)O (TFA). As a reaction SMILES: [NH:1]([C:8](=[O:24])[CH2:9][N:10]1[CH2:15][CH2:14][CH:13]([NH:16]C(=O)OC(C)(C)C)[CH2:12][CH2:11]1)[C:2]1[CH:7]=[CH:6][CH:5]=[CH:4][CH:3]=1.[C:25]([OH:31])([C:27]([F:30])([F:29])[F:28])=[O:26]>C(Cl)Cl>[NH2:16][CH:13]1[CH2:14][CH2:15][N:10]([CH2:9][C:8]([NH:1][C:2]2[CH:7]=[CH:6][CH:5]=[CH:4][CH:3]=2)=[O:24])[CH2:11][CH2:12]1.[C:25]([OH:31])([C:27]([F:30])([F:29])[F:28])=[O:26]. Procedure: The product of stage 1 (0.28 g; 0.84 mmol) is stirred over night at r.t. with 10 mL 10% TFA in DCM. The solvent is removed to give 2-(4-amino-1-piperidyl)-N-phenyl-acetamide as a TFA salt (I.1). Starting materials: OC1=NC=CC(=C1)C (2-hydroxy-4-methylpyridine), [iv]-4-methylpyridine, FOC(C)=O (acetyl hypofluorite). Yields the product C(C)(=O)OC1=NC=CC(=C1)C (2-acetoxy-4-methylpyridine). As a reaction SMILES: [OH:1][C:2]1[CH:7]=[C:6]([CH3:8])[CH:5]=[CH:4][N:3]=1.F[O:10][C:11](=O)[CH3:12]>>[C:11]([O:1][C:2]1[CH:7]=[C:6]([CH3:8])[CH:5]=[CH:4][N:3]=1)(=[O:10])[CH3:12]. Reported procedure: As a process for the preparation of 2-hydroxy-4-methylpyridine, a process whereby [iv]-4-methylpyridine is reacted with acetyl hypofluorite at −10° C. to obtain a 2-acetoxy-4-methylpyridine, and thereafter the 2-acetoxy-4-methylpyridine is hydrolyzed to obtain 4-methyl-2-pyridone is reported [Journal of the American Chemical Society, 109, 3789-3790, (1987): Non-Patent Reference 2].